From a dataset of the Open Reaction Database (ORD), a public repository of structured organic reaction records. describe an organic reaction: reactants, conditions, products, and yield Reactants: CO, CC(C)C(C(=O)OCC(O)(Cn1ccnc1)c1ccc(Cl)cc1Cl)c1ccc(Cl)cc1, [K+], [OH-]. The product is OCC(O)(Cn1ccnc1)c1ccc(Cl)cc1Cl. Reaction SMILES: [CH3:34][OH:35].[Cl:1][c:2]1[cH:3][cH:4][c:5]([CH:6]([CH:7]([CH3:8])[CH3:9])[C:10]([O:11][CH2:12][C:13]([CH2:14][n:15]2[cH:16][n:17][cH:18][cH:19]2)([OH:20])[c:21]2[c:22]([Cl:28])[cH:23][c:24]([Cl:27])[cH:25][cH:26]2)=[O:29])[cH:30][cH:31]1.[K+:33].[OH-:32]>>[OH:11][CH2:12][C:13]([CH2:14][n:15]1[cH:16][n:17][cH:18][cH:19]1)([OH:20])[c:21]1[c:22]([Cl:28])[cH:23][c:24]([Cl:27])[cH:25][cH:26]1. Reactants: ClC(C(C(=O)NC=1C=C(OC(C(=O)O)CCCCCCCCCCCC)C=CC1)(F)F)F (2-[m-(3-chloro-2,2,3-trifluoro-propionamido)-phenoxy]-myristic acid), S(=O)(Cl)Cl (thionyl chloride). The product is ClC(C(C(=O)NC=1C=C(OC(C(=O)Cl)CCCCCCCCCCCC)C=CC1)(F)F)F (2-[m-(3-chloro-2,2,3-trifluoro-propionamido)-phenoxy]-myristoyl chloride). As a reaction SMILES: [Cl:1][CH:2]([F:32])[C:3]([F:31])([F:30])[C:4]([NH:6][C:7]1[CH:8]=[C:9]([CH:27]=[CH:28][CH:29]=1)[O:10][CH:11]([CH2:15][CH2:16][CH2:17][CH2:18][CH2:19][CH2:20][CH2:21][CH2:22][CH2:23][CH2:24][CH2:25][CH3:26])[C:12](O)=[O:13])=[O:5].S(Cl)([Cl:35])=O>>[Cl:1][CH:2]([F:32])[C:3]([F:31])([F:30])[C:4]([NH:6][C:7]1[CH:8]=[C:9]([CH:27]=[CH:28][CH:29]=1)[O:10][CH:11]([CH2:15][CH2:16][CH2:17][CH2:18][CH2:19][CH2:20][CH2:21][CH2:22][CH2:23][CH2:24][CH2:25][CH3:26])[C:12]([Cl:35])=[O:13])=[O:5]. Reported procedure: An amount of 31.5 g of 2-[m-(3-chloro-2,2,3-trifluoro-propionamido)-phenoxy]-myristic acid is refluxed for 30 min with thionyl chloride. The excess thionyl chloride is removed by evaporation. The oil obtained slowly solidifies. The reactants are C(C)(C)(C)OC(=O)NCC(CO)O (3-(t-butoxycarbonylamino)-2-hydroxypropanol), N1C=NC=C1 (imidazole), C(C)(C)[Si](C(C)C)(C(C)C)Cl (triisopropylsilyl chloride). The solvent is CN(C)C=O (DMF). Reaction conditions: time 3 hour. Product: C(C)(C)[Si](C(C)C)(C(C)C)OCC(CNC(=O)OC(C)(C)C)O (3-(t-Butoxycarbonylamino)-2-hydroxypropyl Triisopropylsilyl Ether). The yield is 151.7%. Reaction SMILES: [C:1]([O:5][C:6]([NH:8][CH2:9][CH:10]([OH:13])[CH2:11][OH:12])=[O:7])([CH3:4])([CH3:3])[CH3:2].N1C=CN=C1.[CH:19]([Si:22](Cl)([CH:26]([CH3:28])[CH3:27])[CH:23]([CH3:25])[CH3:24])([CH3:21])[CH3:20]>CN(C=O)C>[CH:19]([Si:22]([O:12][CH2:11][CH:10]([OH:13])[CH2:9][NH:8][C:6]([O:5][C:1]([CH3:4])([CH3:2])[CH3:3])=[O:7])([CH:26]([CH3:28])[CH3:27])[CH:23]([CH3:25])[CH3:24])([CH3:21])[CH3:20]. Procedure: To a 0° C. mixture of 3-(t-butoxycarbonylamino)-2-hydroxypropanol (22.5 g, 118 mmol), imidazole (8.8 g, 130 mmol) and DMF (450 ml) was added triisopropylsilyl chloride (25 mL, 118 mmol). The reaction was warmed to room temperature and stirred for 3 h. The reaction was concentrated to a slurry, CH2Cl2 was added, and the mixture filtered. The filtrate was washed with water (2×) and concentrated. The reaction was repeated. The combined crude product was chromatographed with SiO2 (hexanes to 30% EtO... Reactants: ClC1=C(C=C(C(=O)Cl)C=C1)S(N)(=O)=O (4-chloro-3-sulfamoylbenzoyl chloride), CC1=CC2=C(O1)C=CC=C2 (2-methylbenzo[b]furan), [Cl-].[Al+3].[Cl-].[Cl-] (aluminum chloride). Product: ClC1=C(C=C(C(=O)C=2C3=C(OC2C)C=CC=C3)C=C1)S(N)(=O)=O (3-(4-Chloro-3-sulfamoylbenzoyl)-2-methylbenzo[b]furan). Reaction SMILES: [Cl:1][C:2]1[CH:10]=[CH:9][C:5]([C:6](Cl)=[O:7])=[CH:4][C:3]=1[S:11](=[O:14])(=[O:13])[NH2:12].[CH3:15][C:16]1[O:20][C:19]2[CH:21]=[CH:22][CH:23]=[CH:24][C:18]=2[CH:17]=1.[Cl-].[Al+3].[Cl-].[Cl-]>>[Cl:1][C:2]1[CH:10]=[CH:9][C:5]([C:6]([C:17]2[C:18]3[CH:24]=[CH:23][CH:22]=[CH:21][C:19]=3[O:20][C:16]=2[CH3:15])=[O:7])=[CH:4][C:3]=1[S:11](=[O:14])(=[O:13])[NH2:12] |f:2.3.4.5|. Reported procedure: is obtained as described in Example 1 from 10.1 g 4-chloro-3-sulfamoylbenzoyl chloride and 5.8 g 2-methylbenzo[b]furan in the presence of 11.4 g aluminum chloride. After evaporation of the extraction agent, the residue is stirred with di-isopropyl ether, and the solids are filtered off. Colorless crystals, m.p. 183° C. (from methanol).